Dataset: the Open Reaction Database (ORD), a public repository of structured organic reaction records. Task: describe an organic reaction: reactants, conditions, products, and yield The reactants are FC1=C(C=CC=C1)C1=CC(=CN1S(=O)(=O)C1=CC(=CC=C1)OCC(=O)NCCO)CN(C(OC(C)(C)C)=O)C (tert-butyl ((5-(2-fluorophenyl)-1-((3-(2-((2-hydroxyethyl)amino)-2-oxoethoxy)phenyl)sulfonyl)-1H-pyrrol-3-yl)methyl)(methyl)carbamate), Cl (hydrogen chloride), C([O-])(O)=O.[Na+] (sodium bicarbonate). Solvent: O1CCOCC1 (1,4-dioxane). Conditions: time 2 hour. Yields the product FC1=C(C=CC=C1)C=1N(C=C(C1)CNC)S(=O)(=O)C=1C=C(OCC(=O)NCCO)C=CC1 (2-(3-((2-(2-fluorophenyl)-4-((methylamino)methyl)-1H-pyrrol-1-yl)sulfonyl)phenoxy)-N-(2-hydroxyethyl)acetamide). As a reaction SMILES: [F:1][C:2]1[CH:7]=[CH:6][CH:5]=[CH:4][C:3]=1[C:8]1[N:12]([S:13]([C:16]2[CH:21]=[CH:20][CH:19]=[C:18]([O:22][CH2:23][C:24]([NH:26][CH2:27][CH2:28][OH:29])=[O:25])[CH:17]=2)(=[O:15])=[O:14])[CH:11]=[C:10]([CH2:30][N:31](C)[C:32](=O)OC(C)(C)C)[CH:9]=1.Cl.C(=O)(O)[O-].[Na+]>O1CCOCC1>[F:1][C:2]1[CH:7]=[CH:6][CH:5]=[CH:4][C:3]=1[C:8]1[N:12]([S:13]([C:16]2[CH:17]=[C:18]([CH:19]=[CH:20][CH:21]=2)[O:22][CH2:23][C:24]([NH:26][CH2:27][CH2:28][OH:29])=[O:25])(=[O:14])=[O:15])[CH:11]=[C:10]([CH2:30][NH:31][CH3:32])[CH:9]=1 |f:2.3|. Procedure: tert-Butyl ((5-(2-fluorophenyl)-1-((3-(2-((2-hydroxyethyl)amino)-2-oxoethoxy) phenyl)sulfonyl)-1H-pyrrol-3-yl)methyl)(methyl)carbamate 10a (83 mg, 0.15 mmol) was added to a solution of hydrogen chloride in 1,4-dioxane (4 N, 20 mL), and then the reaction solution was stirred for 2 h. The pH of the reaction solution was adjusted to 7 to 8 with a saturated sodium bicarbonate solution, and it was extracted with dichloromethane (50 mL×2). The organic phases were combined, dried over anhydrous sodium ... Reactants: BrC1=C(C=CC=C1)S(=O)(=O)NC1=CC=C2C3C(COC2=C1C(=O)OC)C3 (methyl (1aRS,7bSR)-5-(2-bromobenzenesulfonylamino)-1,1a,2,7b-tetrahydro-cyclopropa[c]chromene-4-carboxylate), C(C)N(C\C=C/[Sn](CCCC)(CCCC)CCCC)CC (N,N-diethyl-N—((Z)-1-tributylstannanylprop-1-en-3-yl)amine), C(C)N(C\C=C/[Sn](CCCC)(CCCC)CCCC)CC (N,N-diethyl-N—((Z)-1-tributylstannanylprop-1-en-3-yl)amine), F[B-](F)(F)F.C(C)(C)(C)[PH+](C(C)(C)C)C(C)(C)C (tri-tert-butylphosphonium tetrafluoroborate). Reagents/catalysts: C=1C=CC(=CC1)/C=C/C(=O)/C=C/C2=CC=CC=C2.C=1C=CC(=CC1)/C=C/C(=O)/C=C/C2=CC=CC=C2.C=1C=CC(=CC1)/C=C/C(=O)/C=C/C2=CC=CC=C2.[Pd].[Pd] (tris-(dibenzylideneacetone)dipalladium). Solvent: O1CCOCC1 (dioxane), CS(=O)C (DMSO). Conditions: temperature 100 celsius. Product: C(C)N(C\C=C/C1=C(C=CC=C1)S(=O)(=O)NC1=CC=C2C3C(COC2=C1C(=O)OC)C3)CC (methyl (1aRS,7bSR)-5-[2-((Z)-3-diethylamino-prop-1-enyl)benzenesulfonylamino]-1,1a,2,7b-tetrahydrocyclopropa[c]chromene-4-carboxylate). Yield: 75.3%. RXN SMILES: Br[C:2]1[CH:7]=[CH:6][CH:5]=[CH:4][C:3]=1[S:8]([NH:11][C:12]1[C:21]([C:22]([O:24][CH3:25])=[O:23])=[C:20]2[C:15]([CH:16]3[CH2:26][CH:17]3[CH2:18][O:19]2)=[CH:14][CH:13]=1)(=[O:10])=[O:9].[CH2:27]([N:29]([CH2:46][CH3:47])[CH2:30]/[CH:31]=[CH:32]\[Sn](CCCC)(CCCC)CCCC)[CH3:28].F[B-](F)(F)F.C([PH+](C(C)(C)C)C(C)(C)C)(C)(C)C>O1CCOCC1.CS(C)=O.C1C=CC(/C=C/C(/C=C/C2C=CC=CC=2)=O)=CC=1.C1C=CC(/C=C/C(/C=C/C2C=CC=CC=2)=O)=CC=1.C1C=CC(/C=C/C(/C=C/C2C=CC=CC=2)=O)=CC=1.[Pd].[Pd]>[CH2:27]([N:29]([CH2:46][CH3:47])[CH2:30]/[CH:31]=[CH:32]\[C:2]1[CH:7]=[CH:6][CH:5]=[CH:4][C:3]=1[S:8]([NH:11][C:12]1[C:21]([C:22]([O:24][CH3:25])=[O:23])=[C:20]2[C:15]([CH:16]3[CH2:26][CH:17]3[CH2:18][O:19]2)=[CH:14][CH:13]=1)(=[O:10])=[O:9])[CH3:28] |f:2.3,6.7.8.9.10|. Reported procedure: A mixture of methyl (1aRS,7bSR)-5-(2-bromobenzenesulfonylamino)-1,1a,2,7b-tetrahydro-cyclopropa[c]chromene-4-carboxylate (Intermeidate 154, 0.612 g), N,N-diethyl-N—((Z)-1-tributylstannanylprop-1-en-3-yl)amine (Intermediate 11, 1.13 g), tri-tert-butylphosphonium tetrafluoroborate (0.041 g), tris-(dibenzylideneacetone)dipalladium (0.064 g) in dioxane (12 mL) and DMSO (0.4 mL) was degassed and purged with nitrogen then heated at 100° C. for 1.5 hours. After cooling, the mixture was diluted with bri... Starting materials: [Al+3], ClCCl, [Cl-], [Cl-], [Cl-], O=C1Nc2cc(Cl)ccc2Cn2cccc21, [NH4+], [OH-]. Yields the product O=C1Nc2cc(Cl)ccc2Cn2cc(Cl)cc21. RXN SMILES: [Al+3:20].[CH2:23]([Cl:24])[Cl:25].[Cl-:17].[Cl-:18].[Cl-:19].[Cl:1][c:2]1[cH:3][c:4]2[c:5]([cH:15][cH:16]1)[CH2:6][n:7]1[c:8]([cH:12][cH:13][cH:14]1)[C:9](=[O:11])[NH:10]2.[NH4+:21].[OH-:22]>>[Cl:1][c:2]1[cH:3][c:4]2[c:5]([cH:15][cH:16]1)[CH2:6][n:7]1[c:8]([cH:12][c:13]([Cl:17])[cH:14]1)[C:9](=[O:11])[NH:10]2.